Dataset: the Open Reaction Database (ORD), a public repository of structured organic reaction records. Task: describe an organic reaction: reactants, conditions, products, and yield Reactants: C(=O)(O)[O-].[Na+] (NaHCO3), C(C)OC(=O)C=1C=2N=CC=NC2C(=CC1)C1=C(C(=CC(=C1F)OC)OC)F (8-(2,6-difluoro-3,5-dimethoxy-phenyl)-quinoxaline-5-carboxylic acid ethyl ester), NC1=CC=C(C=N1)CN(CCN(C)C)C (N-(6-amino-pyridin-3-ylmethyl)-N,N′,N′-trimethyl-ethane-1,2-diamine), C[Al](C)C (trimethyl aluminum). The solvent is C(Cl)Cl (DCM), C(Cl)Cl.CO (DCM MeOH). Reaction conditions: temperature 80 celsius, time 5 hour. Product: CN(CCN(C)CC=1C=CC(=NC1)NC(=O)C=1C=2N=CC=NC2C(=CC1)C1=C(C(=CC(=C1F)OC)OC)F)C (8-(2,6-Difluoro-3,5-dimethoxy-phenyl)-quinoxaline-5-carboxylic acid (5-{[(2-dimethylamino-ethyl)-methyl-amino]-methyl}-pyridin-2-yl)-amide). Reaction SMILES: C([O:3][C:4]([C:6]1[C:7]2[N:8]=[CH:9][CH:10]=[N:11][C:12]=2[C:13]([C:16]2[C:21]([F:22])=[C:20]([O:23][CH3:24])[CH:19]=[C:18]([O:25][CH3:26])[C:17]=2[F:27])=[CH:14][CH:15]=1)=O)C.[NH2:28][C:29]1[N:34]=[CH:33][C:32]([CH2:35][N:36]([CH3:42])[CH2:37][CH2:38][N:39]([CH3:41])[CH3:40])=[CH:31][CH:30]=1.C[Al](C)C.C([O-])(O)=O.[Na+]>C(Cl)Cl.CO.C(Cl)Cl>[CH3:40][N:39]([CH3:41])[CH2:38][CH2:37][N:36]([CH2:35][C:32]1[CH:31]=[CH:30][C:29]([NH:28][C:4]([C:6]2[C:7]3[N:8]=[CH:9][CH:10]=[N:11][C:12]=3[C:13]([C:16]3[C:17]([F:27])=[C:18]([O:25][CH3:26])[CH:19]=[C:20]([O:23][CH3:24])[C:21]=3[F:22])=[CH:14][CH:15]=2)=[O:3])=[N:34][CH:33]=1)[CH3:42] |f:3.4,5.6|. Procedure details: The title compound was prepared in analogy to the procedure described in Example 115 but using 8-(2,6-difluoro-3,5-dimethoxy-phenyl)-quinoxaline-5-carboxylic acid ethyl ester (Step 124.1), N-(6-amino-pyridin-3-ylmethyl)-N,N′,N′-trimethyl-ethane-1,2-diamine (prepared as described in Example 26 but using N,N,N′-trimethyl-ethane-1,2-diamine in Step 26.2 and purified by column chromatography), 1.5 equiv of trimethyl aluminum, stirring the reaction mixture for 5 h at 80° C. and pouring it onto a satu... Starting materials: COc1ccc(C2(N(C)C(C)=O)CC2)cc1C=O, COc1ccc(C2(C#N)CC2)cc1CNC1CCCNC1c1ccccc1, Cl, Cl, NC1CCCNC1c1ccccc1. Product: COc1ccc(C2(N(C)C(C)=O)CC2)cc1CNC1CCCNC1c1ccccc1. As a reaction SMILES: [C:16]([CH3:17])(=[O:18])[N:19]([CH3:20])[C:21]1([c:24]2[cH:25][cH:26][c:27]([O:32][CH3:33])[c:28]([CH:29]=[O:30])[cH:31]2)[CH2:22][CH2:23]1.[C:34]([C:35]1([c:36]2[cH:37][cH:38][c:39]([O:40][CH3:41])[c:42]([CH2:44][NH:45][CH:46]3[CH2:47][CH2:48][CH2:49][NH:50][CH:51]3[c:52]3[cH:53][cH:54][cH:55][cH:56][cH:57]3)[cH:43]2)[CH2:58][CH2:59]1)#[N:60].[ClH:1].[ClH:2].[c:3]1([CH:9]2[NH:10][CH2:11][CH2:12][CH2:13][CH:14]2[NH2:15])[cH:4][cH:5][cH:6][cH:7][cH:8]1>>[c:3]1([CH:9]2[NH:10][CH2:11][CH2:12][CH2:13][CH:14]2[NH:15][CH2:29][c:28]2[c:27]([O:32][CH3:33])[cH:26][cH:25][c:24]([C:21]3([N:19]([C:16]([CH3:17])=[O:18])[CH3:20])[CH2:22][CH2:23]3)[cH:31]2)[cH:4][cH:5][cH:6][cH:7][cH:8]1. Reactants: C(Cl)Cl.CCOCC.CO (DCM ether MeOH), FC1=NC(=C2N=CNC2=N1)NCC=1C=NC(=CC1)C (2-fluoro-N-(6-methylpyridin-3-yl)methyl-9H-purin-6-amine), BrC(C)C (2-bromopropane), C(=O)([O-])[O-].[K+].[K+] (K2CO3). The solvent is CN(C=O)C (dimethylformamide). Reaction conditions: time 24 hour. Product: FC1=NC(=C2N=CN(C2=N1)C(C)C)NCC=1C=NC(=CC1)C (2-Fluoro-9-isopropyl-N-((6-methylpyridin-3-yl)methyl)-9H-purin-6-amine). As a reaction SMILES: [F:1][C:2]1[N:10]=[C:9]2[C:5]([N:6]=[CH:7][NH:8]2)=[C:4]([NH:11][CH2:12][C:13]2[CH:14]=[N:15][C:16]([CH3:19])=[CH:17][CH:18]=2)[N:3]=1.C([O-])([O-])=O.[K+].[K+].Br[CH:27]([CH3:29])[CH3:28].C(Cl)Cl.CCOCC.CO>CN(C)C=O>[F:1][C:2]1[N:10]=[C:9]2[C:5]([N:6]=[CH:7][N:8]2[CH:27]([CH3:29])[CH3:28])=[C:4]([NH:11][CH2:12][C:13]2[CH:14]=[N:15][C:16]([CH3:19])=[CH:17][CH:18]=2)[N:3]=1 |f:1.2.3,5.6.7|. Procedure details: To a stirred solution of 2-fluoro-N-(6-methylpyridin-3-yl)methyl-9H-purin-6-amine (0.3 g, 1.17 mmol) in dimethylformamide (10 ml) at room temperature under an argon atmosphere, was added powdered, anhydrous K2CO3 (0.8 g, 5 eq, 5.85 mmol), followed by 2-bromopropane (1.15 ml, 11.7 mmol). The reaction mixture was stirred at room temperature for 24 h, when DCM:ether:MeOH (55:40:5), indicated that the reaction had gone to completion. The solvent was evaporated in vacuo and the residue partitioned be... The reactants are ClC1=C(C#N)C=CC(=N1)C(F)(F)F (2-chloro-6-trifluoromethyl-nicotinonitrile), C[O-].[Na+] (sodium methylate). Solvent: CO (methanol). Reaction conditions: temperature 60 celsius. Product: COC1=NC(=CC=C1C#N)C(F)(F)F (2-methoxy-6-(trifluoromethyl)pyridine-3-carbonitrile). Yield: 97.0%. RXN SMILES: Cl[C:2]1[N:9]=[C:8]([C:10]([F:13])([F:12])[F:11])[CH:7]=[CH:6][C:3]=1[C:4]#[N:5].[CH3:14][O-:15].[Na+]>CO>[CH3:14][O:15][C:2]1[C:3]([C:4]#[N:5])=[CH:6][CH:7]=[C:8]([C:10]([F:13])([F:12])[F:11])[N:9]=1 |f:1.2|. Procedure details: To 2-chloro-6-trifluoromethyl-nicotinonitrile (0.5 g, 2.4 mmol) in methanol (30 mL) was added sodium methylate in small portion (2 mol eq, 0.26 g). The reaction mixture was heated at 60° C. overnight. The solvent was distilled under reduced pressure and water was added to the residue. The aqueous solution was extracted with EtOAc (3×25 mL) and the organic phases were evaporated at reduced pressure to give 28c as a pale yellow oil (0.48 g, 2.33 mmol, 97% Yield). 1HNMR (DMSO, 200 MHz) δ 4.04 (s, 3... Starting materials: COC1=C(CN2CCNCC2)C=CC(=C1OC)OC (1-(2,3,4-trimethoxy benzyl)piperazine), OC=1C=CC2=C(OC(CO2)C(=O)O)C1 (7-hydroxy-2,3-dihydro-1,4-benzodioxin-2-carboxylic acid). Yields the product OC=1C=CC2=C(OC(CO2)C(=O)N2CCN(CC2)CC2=C(C(=C(C=C2)OC)OC)OC)C1 (7-HYDROXY-2-[4-(2,3,4-TRIMETHOXYBENZYL)PIPERAZIN-1-YLCARBONYL]-2,3-DIHYDRO-1,4-BENZODIOXIN). Isolated yield 65.0%. As a reaction SMILES: [CH3:1][O:2][C:3]1[C:15]([O:16][CH3:17])=[C:14]([O:18][CH3:19])[CH:13]=[CH:12][C:4]=1[CH2:5][N:6]1[CH2:11][CH2:10][NH:9][CH2:8][CH2:7]1.[OH:20][C:21]1[CH:22]=[CH:23][C:24]2[O:29][CH2:28][CH:27]([C:30](O)=[O:31])[O:26][C:25]=2[CH:33]=1>>[OH:20][C:21]1[CH:22]=[CH:23][C:24]2[O:29][CH2:28][CH:27]([C:30]([N:9]3[CH2:10][CH2:11][N:6]([CH2:5][C:4]4[CH:12]=[CH:13][C:14]([O:18][CH3:19])=[C:15]([O:16][CH3:17])[C:3]=4[O:2][CH3:1])[CH2:7][CH2:8]3)=[O:31])[O:26][C:25]=2[CH:33]=1. Reported procedure: That compound is obtained in a yield of 65% starting from 1-(2,3,4-trimethoxy benzyl)piperazine and 7-hydroxy-2,3-dihydro-1,4-benzodioxin-2-carboxylic acid. Starting materials: C(C)(=O)N1CCC(CC1)C(=O)N(CCCN1CCC(CC1)CC1=CC=C(C=C1)[N+](=O)[O-])C1=CC(=C(C=C1)Cl)Cl (1-Acetyl-N-(3,4-dichlorophenyl)-N-{3-[4-(4-nitrobenzyl)-1-piperidinyl]propyl}-4-piperidinecarboxamide), [OH-].[Na+] (sodium hydroxide), C(C)(=O)OCC (ethyl acetate), O=C1NC(C=C(N1)CN1CCNCC1)=O (1-[(2,6-dioxo-1,2,3,6-tetrahydro pyrimidine-4-yl)methyl]piperazine). Solvent: C(C)O (ethanol). Product: C(C)(=O)N1CCC(CC1)C(=O)N(C1=CC(=C(C=C1)Cl)Cl)CCCN1CCC(CC1)CC1=CC=C(C=C1)N (1-Acetyl-N-{3-[4-(4-aminobenzyl)-1-piperidinyl]propyl}-N-(3,4-dichlorophenyl)-4-piperidinecarboxamide). The yield is 91.7%. Reaction SMILES: [C:1]([N:4]1[CH2:9][CH2:8][CH:7]([C:10]([N:12]([C:32]2[CH:37]=[CH:36][C:35]([Cl:38])=[C:34]([Cl:39])[CH:33]=2)[CH2:13][CH2:14][CH2:15][N:16]2[CH2:21][CH2:20][CH:19]([CH2:22][C:23]3[CH:28]=[CH:27][C:26]([N+:29]([O-])=O)=[CH:25][CH:24]=3)[CH2:18][CH2:17]2)=[O:11])[CH2:6][CH2:5]1)(=[O:3])[CH3:2].O=C1NC(CN2CCNCC2)=CC(=O)N1.[OH-].[Na+].C(OCC)(=O)C>C(O)C>[C:1]([N:4]1[CH2:9][CH2:8][CH:7]([C:10]([N:12]([CH2:13][CH2:14][CH2:15][N:16]2[CH2:17][CH2:18][CH:19]([CH2:22][C:23]3[CH:24]=[CH:25][C:26]([NH2:29])=[CH:27][CH:28]=3)[CH2:20][CH2:21]2)[C:32]2[CH:37]=[CH:36][C:35]([Cl:38])=[C:34]([Cl:39])[CH:33]=2)=[O:11])[CH2:6][CH2:5]1)(=[O:3])[CH3:2] |f:2.3|. Procedure: 1-Acetyl-N-(3,4-dichlorophenyl)-N-{3-[4-(4-nitrobenzyl)-1-piperidinyl]propyl}-4-piperidinecarboxamide (Example 302) (70 mg, 0.12 mmol) was dissolved in ethanol (0.4 mL). To the mixture was added stannic chloride 2 hydrate (135 mg, 0.61 mmol), and the mixture was heated for 30 minutes under reflux. The mixture was cooled, and to the mixture were added aqueous solution of 1N-sodium hydroxide (10 mL) and ethyl acetate (10 mL). The resulting white precipitates were filtered off with Celite. The filt...